From a dataset of the Open Reaction Database (ORD), a public repository of structured organic reaction records. describe an organic reaction: reactants, conditions, products, and yield Starting materials: BrC1=NN(C=N1)C1=CC=C(C=C1)OC(C(F)(F)F)(F)F (3-bromo-1-(4-(perfluoroethoxy)phenyl)-1H-1,2,4-triazole), CC1(OB(OC1(C)C)C1=CC=C(C=C1)CC(=O)OC)C (methyl 2-(4-(4,4,5,5-tetramethyl-1,3,2-dioxaborolan-2-yl)phenyl)acetate). The product is FC(C(F)(F)F)(OC1=CC=C(C=C1)N1N=C(N=C1)C1=CC=C(C=C1)CC(=O)OC)F (methyl 2-(4-(1-(4-(perfluoroethoxy)phenyl)-1H-1,2,4-triazol-3-yl)phenyl)acetate), solid. The yield is 59.0%. As a reaction SMILES: Br[C:2]1[N:6]=[CH:5][N:4]([C:7]2[CH:12]=[CH:11][C:10]([O:13][C:14]([F:20])([F:19])[C:15]([F:18])([F:17])[F:16])=[CH:9][CH:8]=2)[N:3]=1.CC1(C)C(C)(C)OB([C:29]2[CH:34]=[CH:33][C:32]([CH2:35][C:36]([O:38][CH3:39])=[O:37])=[CH:31][CH:30]=2)O1>>[F:19][C:14]([F:20])([O:13][C:10]1[CH:11]=[CH:12][C:7]([N:4]2[CH:5]=[N:6][C:2]([C:29]3[CH:34]=[CH:33][C:32]([CH2:35][C:36]([O:38][CH3:39])=[O:37])=[CH:31][CH:30]=3)=[N:3]2)=[CH:8][CH:9]=1)[C:15]([F:18])([F:17])[F:16]. Procedure details: The title compound was prepared as described in Example 3 using 3-bromo-1-(4-(perfluoroethoxy)phenyl)-1H-1,2,4-triazole (C1a) and methyl 2-(4-(4,4,5,5-tetramethyl-1,3,2-dioxaborolan-2-yl)phenyl)acetate (C2) and isolated as a white solid (3.57 g, 59%): 1H NMR (400 MHz, DMSO-d6) δ 9.42 (s, 1H), 8.18-8.04 (m, 4H), 7.68-7.58 (m, 2H), 7.48-7.38 (m, 2H), 3.78 (s, 2H), 3.65 (s, 3H); 19F NMR (376 MHz, DMSO-d6) δ −85.20 (d, J=2.9 Hz), −86.93; ESIMS m/z 428 ([M+H]+).